Dataset: the Open Reaction Database (ORD), a public repository of structured organic reaction records. Task: describe an organic reaction: reactants, conditions, products, and yield Reactants: FC(C)(C)CCC[C@@H](C)[C@H]1CC[C@H]2[C@@H]3C=CC4=C[C@H](C[C@@H]([C@]4(C)[C@H]3CC[C@]12C)O)O (25-Fluoro-4,6-cholestadiene-1α,3β-diol), [Li] (lithium), N (ammonia), 3B, N (ammonia). The solvent is O1CCCC1 (tetrahydrofuran). Yields the product FC(C)(C)CCC[C@@H](C)[C@H]1CC[C@H]2[C@@H]3CC=C4CCC[C@@H]([C@]4(C)[C@H]3CC[C@]12C)O (25-fluoro-1α-hydroxycholest-5-ene). As a reaction SMILES: [F:1][C:2]([CH2:5][CH2:6][CH2:7][C@H:8]([C@@H:10]1[C@:27]2([CH3:28])[C@H:13]([C@H:14]3[C@H:24]([CH2:25][CH2:26]2)[C@:22]2([CH3:23])[C:17](=[CH:18][C@@H:19](O)[CH2:20][C@@H:21]2[OH:29])[CH:16]=[CH:15]3)[CH2:12][CH2:11]1)[CH3:9])([CH3:4])[CH3:3].N.[Li]>O1CCCC1>[F:1][C:2]([CH2:5][CH2:6][CH2:7][C@H:8]([C@@H:10]1[C@:27]2([CH3:28])[C@H:13]([C@H:14]3[C@H:24]([CH2:25][CH2:26]2)[C@:22]2([CH3:23])[C:17]([CH2:18][CH2:19][CH2:20][C@@H:21]2[OH:29])=[CH:16][CH2:15]3)[CH2:12][CH2:11]1)[CH3:9])([CH3:3])[CH3:4] |^1:31|. Reported procedure: 25-Fluoro-4,6-cholestadiene-1α,3β-diol (0.005 mole) prepared according to 3B above is dissolved in 100 ml. of a 1:1 solvent mixture of tetrahydrofuran and liquid ammonia and stirred at reflux using a dry-ice condenser with 0.4 gm. of finely divided lithium for 1.0 hour. The liquid ammonia is allowed to evaporate and 10 ml. of water is added. The tetrahydrofuran is evaporated at room temperature under high vacuum. The organics are extracted from the water three times with 50 ml. of chloroform. Th... Reactants: [Mg] (magnesium), C(=S)=S (carbon disulfide), C(CCCC)[C@@H]1CC[C@H](CC1)C1=CC=C(C=C1)Br (4-(trans-4-n-pentylcyclohexyl) bromobenzene), Cl (hydrochloric acid), Grignard reagent. The solvent is C1CCOC1 (THF), C1CCOC1 (THF). Reaction conditions: time 1 hour. The product is C(CCCC)[C@@H]1CC[C@H](CC1)C1=CC=C(C=C1)C(=S)S (4-(trans-4-n-pentylcyclohexyl)phenyldithiocarboxylic acid). Isolated yield 51.5%. As a reaction SMILES: [Mg].[CH2:2]([C@H:7]1[CH2:12][CH2:11][C@H:10]([C:13]2[CH:18]=[CH:17][C:16](Br)=[CH:15][CH:14]=2)[CH2:9][CH2:8]1)[CH2:3][CH2:4][CH2:5][CH3:6].[C:20](=[S:22])=[S:21].Cl>C1COCC1>[CH2:2]([C@H:7]1[CH2:12][CH2:11][C@H:10]([C:13]2[CH:18]=[CH:17][C:16]([C:20]([SH:22])=[S:21])=[CH:15][CH:14]=2)[CH2:9][CH2:8]1)[CH2:3][CH2:4][CH2:5][CH3:6]. Procedure: To a suspension prepared by suspending 0.95 g (39 mmol) of magnesium in 200 ml of THF was added dropwise a solution prepared by dissolving 9.28 g (30 mmol) of 4-(trans-4-n-pentylcyclohexyl) bromobenzene in 80 ml of THF, at room temperature while being stirred in 1 hour, and then heated to reflux for 2 hours to prepare a Grignard reagent. To this solution was added dropwise 5.7 g (75 mmol) of carbon disulfide at room temperature in 30 min and stirred as it was overnight. To this reaction solution... Starting materials: CC(=O)NCc1ccc(C(=O)CCCCl)s1, O=C([O-])[O-], Cc1ccccc1, CN(C)C=O, Fc1ccc2c(C3CCNCC3)noc2c1, [I-], [K+], [K+], [K+], O. The product is CC(=O)NCc1ccc(C(=O)CCCN2CCC(c3noc4cc(F)ccc34)CC2)s1. RXN SMILES: [C:1]([CH3:2])(=[O:3])[NH:4][CH2:5][c:6]1[s:7][c:8]([C:11]([CH2:12][CH2:13][CH2:14][Cl:15])=[O:16])[cH:9][cH:10]1.[C:33](=[O:34])([O-:35])[O-:36].[CH3:42][c:43]1[cH:44][cH:45][cH:46][cH:47][cH:48]1.[CH3:49][N:50]([CH3:51])[CH:52]=[O:53].[F:17][c:18]1[cH:19][c:20]2[c:21]([c:22]([CH:25]3[CH2:26][CH2:27][NH:28][CH2:29][CH2:30]3)[n:23][o:24]2)[cH:31][cH:32]1.[I-:40].[K+:37].[K+:38].[K+:39].[OH2:41]>>[C:1]([CH3:2])(=[O:3])[NH:4][CH2:5][c:6]1[s:7][c:8]([C:11]([CH2:12][CH2:13][CH2:14][N:28]2[CH2:27][CH2:26][CH:25]([c:22]3[c:21]4[c:20]([cH:19][c:18]([F:17])[cH:32][cH:31]4)[o:24][n:23]3)[CH2:30][CH2:29]2)=[O:16])[cH:9][cH:10]1. Procedure details: 5-Isopropyl-6-(3,5-dimethylbenzoyl)-2,4-pyrimidinedione and allyl bromide were reacted by the same way with the example 45-1 to obtain the titled compound (211 mg, yield: 64.3%). Reactants: C(C)(C)C=1C(NC(NC1C(C1=CC(=CC(=C1)C)C)=O)=O)=O (5-Isopropyl-6-(3,5-dimethylbenzoyl)-2,4-pyrimidinedione), C(C=C)Br (allyl bromide). Yields the product C(C=C)N1C(NC(C(=C1C(C1=CC(=CC(=C1)C)C)=O)C(C)C)=O)=O (1-Allyl-5-isopropyl-6-(3,5-dimethylbenzoyl)-2,4-pyrimidinedione). RXN SMILES: [CH:1]([C:4]1[C:5](=[O:21])[NH:6][C:7](=[O:20])[NH:8][C:9]=1[C:10](=[O:19])[C:11]1[CH:16]=[C:15]([CH3:17])[CH:14]=[C:13]([CH3:18])[CH:12]=1)([CH3:3])[CH3:2].[CH2:22](Br)[CH:23]=[CH2:24]>>[CH2:24]([N:8]1[C:9]([C:10](=[O:19])[C:11]2[CH:12]=[C:13]([CH3:18])[CH:14]=[C:15]([CH3:17])[CH:16]=2)=[C:4]([CH:1]([CH3:3])[CH3:2])[C:5](=[O:21])[NH:6][C:7]1=[O:20])[CH:23]=[CH2:22]. Isolated yield 64.3%.